From a dataset of the Open Reaction Database (ORD), a public repository of structured organic reaction records. describe an organic reaction: reactants, conditions, products, and yield Reactants: C1(C=2C(C(N1)=O)=CC=CC2)=O (phthalimide), C1(=CC=CC=C1)P(C1=CC=CC=C1)C1=CC=CC=C1 (triphenylphosphine), N(=NC(=O)OCC)C(=O)OCC (diethyl azodicarboxylate), N(=NC(=O)OCC)C(=O)OCC (diethyl azodicarboxylate), C(C)(C)(C)OC(=O)C1=C(SC=2CN(C(CC21)CO)C(=O)OC(C)(C)C)N (2-amino-5-hydroxymethyl-4,5,6,7-tetrahydro-thieno[2,3-c]pyridine-3,6-dicarboxylic acid di-tert-butyl ester), C1(C=2C(C(N1)=O)=CC=CC2)=O (phthalimide), C1(=CC=CC=C1)P(C1=CC=CC=C1)C1=CC=CC=C1 (triphenylphosphine). Solvent: O1CCCC1 (tetrahydrofuran). Conditions: temperature 0 celsius, time 8 hour. Yields the product C(C)(C)(C)OC(=O)C1=C(SC=2CN(C(CC21)CN2C(C1=CC=CC=C1C2=O)=O)C(=O)OC(C)(C)C)N (2-amino-5-(1,3-dioxo-1,3-dihydro-isoindol-2-ylmethyl)-4,5,6,7-tetrahydro-thieno[2,3-c]pyridine-3,6-dicarboxylic acid di-tert-butyl ester). The yield is 8.6%. As a reaction SMILES: [C:1]([O:5][C:6]([C:8]1[C:16]2[CH2:15][CH:14]([CH2:17]O)[N:13]([C:19]([O:21][C:22]([CH3:25])([CH3:24])[CH3:23])=[O:20])[CH2:12][C:11]=2[S:10][C:9]=1[NH2:26])=[O:7])([CH3:4])([CH3:3])[CH3:2].[C:27]1(=[O:37])[NH:31][C:30](=[O:32])[C:29]2=[CH:33][CH:34]=[CH:35][CH:36]=[C:28]12.C1(P(C2C=CC=CC=2)C2C=CC=CC=2)C=CC=CC=1.N(C(OCC)=O)=NC(OCC)=O>O1CCCC1>[C:1]([O:5][C:6]([C:8]1[C:16]2[CH2:15][CH:14]([CH2:17][N:31]3[C:27](=[O:37])[C:28]4[C:29](=[CH:33][CH:34]=[CH:35][CH:36]=4)[C:30]3=[O:32])[N:13]([C:19]([O:21][C:22]([CH3:25])([CH3:24])[CH3:23])=[O:20])[CH2:12][C:11]=2[S:10][C:9]=1[NH2:26])=[O:7])([CH3:3])([CH3:2])[CH3:4]. Procedure: To a mixture of the above 2-amino-5-hydroxymethyl-4,5,6,7-tetrahydro-thieno[2,3-c]pyridine-3,6-dicarboxylic acid di-tert-butyl ester (2.00 g, 5.20 mmol), phthalimide (0.92 g, 6.24 mmol) and triphenylphosphine (1.64 g, 6.24 mmol) in dry tetrahydrofuran (30 ml) cooled to 0° C. under a nitrogen atmosphere was added diethyl azodicarboxylate (DEAD) (0.98 ml, 6.24 mmol). The reaction mixture was allowed to stir overnight, slowly warming to room temperature. Next day the reaction mixture was again cool...